This data is from the Open Reaction Database (ORD), a public repository of structured organic reaction records. The task is: describe an organic reaction: reactants, conditions, products, and yield Starting materials: ClC1=C(C=C2CC(C(C2=C1)=O)CCF)OC (6-chloro-2-(2-fluoroethyl)-5-methoxyindan-1-one), C=C[C@H]1C[N+]2(CC[C@H]1C[C@@H]2[C@H](C3=CC=NC4=CC=CC=C34)O)CC5=CC=C(C=C5)C(F)(F)F.[Br-] (N-[4-(trifluoromethyl)benzyl]cinchoninium bromide), [OH-].[K+] (potassium hydroxide), C(=C)C(=O)C (methyl vinyl ketone). Solvent: C1(=CC=CC=C1)C (toluene), ClCCl (dichloromethane). Run at time 30 minute. The product is ClC1=C(C=C2CC(C(C2=C1)=O)(CCC(C)=O)CCF)OC (6-chloro-2-(2-fluoroethyl)-5-methoxy-2-(3-oxobutyl)indan-1-one). RXN SMILES: [Cl:1][C:2]1[CH:10]=[C:9]2[C:5]([CH2:6][CH:7]([CH2:12][CH2:13][F:14])[C:8]2=[O:11])=[CH:4][C:3]=1[O:15][CH3:16].C=C[C@@H]1[C@@H]2[CH2:25][C@H:26]([C@@H:27]([OH:38])[C:28]3C4C(=CC=CC=4)N=CC=3)[N+](CC3C=CC(C(F)(F)F)=CC=3)(CC2)C1.[Br-].C(C(C)=O)=C.[OH-].[K+]>C1(C)C=CC=CC=1.ClCCl>[Cl:1][C:2]1[CH:10]=[C:9]2[C:5]([CH2:6][C:7]([CH2:12][CH2:13][F:14])([CH2:25][CH2:26][C:27](=[O:38])[CH3:28])[C:8]2=[O:11])=[CH:4][C:3]=1[O:15][CH3:16] |f:1.2,4.5|. Reported procedure: To a solution of 6-chloro-2-(2-fluoroethyl)-5-methoxyindan-1-one (34 g, 140 mmol) in toluene (1500 mL) was added N-[4-(trifluoromethyl)benzyl]cinchoninium bromide (13 g, 24 mmol) and the mixture was stirred at room temperature for 30 minutes. After cooling to 0° C., methyl vinyl ketone (20 mL, 240 mmol) was added followed by potassium hydroxide pellets (85%, 34 g, ˜52 mmol) and the mixture was vigorously stirred for 90 minutes. The reaction mixture was diluted with dichloromethane (1000 mL), dri... Reactants: CO, Cl, CC(C)(C)OC(=O)NCCn1c2ccccc2c2cc(C(N)=O)c(N)nc21. Yields the product Cl, NCCn1c2ccccc2c2cc(C(N)=O)c(N)nc21. As a reaction SMILES: [CH3:29][OH:30].[ClH:28].[NH2:1][c:2]1[c:3]([C:25](=[O:26])[NH2:27])[cH:4][c:5]2[c:6]([n:7]([CH2:14][CH2:15][NH:16][C:17](=[O:18])[O:19][C:20]([CH3:21])([CH3:22])[CH3:23])[c:8]3[cH:9][cH:10][cH:11][cH:12][c:13]23)[n:24]1>>[ClH:28].[NH2:1][c:2]1[c:3]([C:25](=[O:26])[NH2:27])[cH:4][c:5]2[c:6]([n:7]([CH2:14][CH2:15][NH2:16])[c:8]3[cH:9][cH:10][cH:11][cH:12][c:13]23)[n:24]1. Starting materials: C(CCC)[Li] (n-Butyl lithium), BrC=1C=NC=CC1C(F)(F)F (3-bromo-4-(trifluoromethyl)pyridine), CN(C=O)C (dimethylformamide). Run in O1CCCC1 (tetrahydrofuran). Run at time 10 minute. The product is FC(C1=CC=NC=C1C=O)(F)F (4-(trifluoromethyl)nicotinaldehyde). Reaction SMILES: C([Li])CCC.Br[C:7]1[CH:8]=[N:9][CH:10]=[CH:11][C:12]=1[C:13]([F:16])([F:15])[F:14].CN(C)[CH:19]=[O:20]>O1CCCC1>[F:14][C:13]([F:16])([F:15])[C:12]1[C:7]([CH:19]=[O:20])=[CH:8][N:9]=[CH:10][CH:11]=1. Procedure: n-Butyl lithium (1.65 mL, 0.00265 mol, 1.6 M) was added to a solution of 3-bromo-4-(trifluoromethyl)pyridine (E; 0.5 g, 0.022 mol) in anhydrous tetrahydrofuran (15 mL), at −78° C. The reaction mixture was stirred for 10 min followed by the addition of dimethylformamide (0.2 mL, 0.00265). It was stirred for 30 min at same temperature. The reaction mixture was quenched with a saturated aqueous ammonium chloride solution (25 mL) and the aqueous layer was extracted with ethyl acetate (2×50 mL). The ... Reactants: CS(=O)(=O)OCCOC1=C(C=CC=C1)OCC(C)C (2-[2-(2-methylprop-1-yloxy)phenoxy]ethyl methanesulfonate), ClC=1C=C2C(=CNC2=CC1)CC(C)(C)N ([2-(5-chloro-1H-indol-3-yl)-1,1-dimethylethyl]amine), CS(=O)(=O)C=1NC2=CC=CC=C2C1CC(C)(C)N ([2-(2-methylsulfonyl-1H-indol-3-yl)-1,1-dimethylethyl]amine). Product: Cl.CS(=O)(=O)C=1NC2=CC=CC=C2C1CC(C)(C)NCCOC1=C(C=CC=C1)OCC(C)C ([2-(2-methylsulfonyl -1H-indol-3-yl)-1,1-dimethylethyl]{2-[2-(2-methylprop-1-yloxy)phenoxy]ethyl}amine hydrochloride). Reaction SMILES: CS(O[CH2:6][CH2:7][O:8][C:9]1[CH:14]=[CH:13][CH:12]=[CH:11][C:10]=1[O:15][CH2:16][CH:17]([CH3:19])[CH3:18])(=O)=O.[Cl:20]C1C=C2C(=CC=1)NC=C2CC(N)(C)C.[CH3:35][S:36]([C:39]1[NH:40][C:41]2[C:46]([C:47]=1[CH2:48][C:49]([NH2:52])([CH3:51])[CH3:50])=[CH:45][CH:44]=[CH:43][CH:42]=2)(=[O:38])=[O:37]>>[ClH:20].[CH3:35][S:36]([C:39]1[NH:40][C:41]2[C:46]([C:47]=1[CH2:48][C:49]([NH:52][CH2:6][CH2:7][O:8][C:9]1[CH:14]=[CH:13][CH:12]=[CH:11][C:10]=1[O:15][CH2:16][CH:17]([CH3:18])[CH3:19])([CH3:50])[CH3:51])=[CH:45][CH:44]=[CH:43][CH:42]=2)(=[O:38])=[O:37] |f:3.4|. Procedure details: Proceeding as an Example 3, but replacing 2-[2-(cyclopropylmethyloxy)phenoxy]ethyl methanesulfonate with 2-[2-(2-methylprop-1-yloxy)phenoxy]ethyl methanesulfonate and [2-(5-chloro-1H-indol-3-yl)-1,1-dimethylethyl]amine with [2-(2-methylsulfonyl-1H-indol-3-yl)-1,1-dimethylethyl]amine, gave [2-(2-methylsulfonyl -1H-indol-3-yl)-1,1-dimethylethyl]{2-[2-(2-methylprop-1-yloxy)phenoxy]ethyl}amine hydrochloride.